This data is from the Open Reaction Database (ORD), a public repository of structured organic reaction records. The task is: describe an organic reaction: reactants, conditions, products, and yield Starting materials: CN1CCOCC1, CCCc1nc(Cl)nc(NCCO)n1, C1COCCO1. Product: CCCc1nc(NCCO)nc(N2CCOCC2)n1. As a reaction SMILES: [CH3:15][N:16]1[CH2:17][CH2:18][O:19][CH2:20][CH2:21]1.[Cl:1][c:2]1[n:3][c:4]([NH:11][CH2:12][CH2:13][OH:14])[n:5][c:6]([CH2:8][CH2:9][CH3:10])[n:7]1.[O:22]1[CH2:23][CH2:24][O:25][CH2:26][CH2:27]1>>[c:2]1([N:16]2[CH2:17][CH2:18][O:19][CH2:20][CH2:21]2)[n:3][c:4]([NH:11][CH2:12][CH2:13][OH:14])[n:5][c:6]([CH2:8][CH2:9][CH3:10])[n:7]1. The reactants are CC1(OB(OC1(C)C)C1=CC(=C(OCCC2CCN(CC2)C(=O)OC(C)(C)C)C=C1)C(F)(F)F)C (tert-butyl 4-{2-[4-(4,4,5,5-tetramethyl-1,3,2-dioxaborolan-2-yl)-2-(trifluoromethyl)phenoxy]ethyl}piperidine-1-carboxylate), C(=O)([O-])[O-].[Na+].[Na+] (Na2CO3), ClC=1N=C(C2=C(N1)NC=C2)Cl (2,4-dichloro-7H-pyrrolo[2,3-d]pyrimidine), O1CCOCC1 (dioxane). Reagents/catalysts: C=1C=CC(=CC1)[P](C=2C=CC=CC2)(C=3C=CC=CC3)[Pd]([P](C=4C=CC=CC4)(C=5C=CC=CC5)C=6C=CC=CC6)([P](C=7C=CC=CC7)(C=8C=CC=CC8)C=9C=CC=CC9)[P](C=1C=CC=CC1)(C=1C=CC=CC1)C=1C=CC=CC1 (tetrakis(triphenylphosphine)palladium). Solvent: CCOC(=O)C (EtOAc), O (water), O (water). Reaction conditions: temperature 150 celsius, time 2 hour. Product: ClC=1N=C(C2=C(N1)NC=C2)C2=CC(=C(OCCC1CCN(CC1)C(=O)OC(C)(C)C)C=C2)C(F)(F)F (tert-butyl 4-{2-[4-(2-chloro-7H-pyrrolo[2,3-d]pyrimidin-4-yl)-2-(trifluoromethyl)phenoxy]ethyl}piperidine-1-carboxylate). Isolated yield 43.3%. As a reaction SMILES: CC1(C)C(C)(C)OB([C:9]2[CH:30]=[CH:29][C:12]([O:13][CH2:14][CH2:15][CH:16]3[CH2:21][CH2:20][N:19]([C:22]([O:24][C:25]([CH3:28])([CH3:27])[CH3:26])=[O:23])[CH2:18][CH2:17]3)=[C:11]([C:31]([F:34])([F:33])[F:32])[CH:10]=2)O1.C([O-])([O-])=O.[Na+].[Na+].[Cl:42][C:43]1[N:44]=[C:45](Cl)[C:46]2[CH:51]=[CH:50][NH:49][C:47]=2[N:48]=1.O1CCOCC1>C1C=CC([P]([Pd]([P](C2C=CC=CC=2)(C2C=CC=CC=2)C2C=CC=CC=2)([P](C2C=CC=CC=2)(C2C=CC=CC=2)C2C=CC=CC=2)[P](C2C=CC=CC=2)(C2C=CC=CC=2)C2C=CC=CC=2)(C2C=CC=CC=2)C2C=CC=CC=2)=CC=1.CCOC(C)=O.O>[Cl:42][C:43]1[N:44]=[C:45]([C:9]2[CH:30]=[CH:29][C:12]([O:13][CH2:14][CH2:15][CH:16]3[CH2:17][CH2:18][N:19]([C:22]([O:24][C:25]([CH3:27])([CH3:26])[CH3:28])=[O:23])[CH2:20][CH2:21]3)=[C:11]([C:31]([F:32])([F:34])[F:33])[CH:10]=2)[C:46]2[CH:51]=[CH:50][NH:49][C:47]=2[N:48]=1 |f:1.2.3,^1:62,64,83,102|. Procedure: After tert-butyl 4-{2-[4-(4,4,5,5-tetramethyl-1,3,2-dioxaborolan-2-yl)-2-(trifluoromethyl)phenoxy]ethyl}piperidine-1-carboxylate (266 mg), Na2CO3 (169 mg), and tetrakis(triphenylphosphine)palladium (0) (31 mg) were added to a mixture of 2,4-dichloro-7H-pyrrolo[2,3-d]pyrimidine (100 mg), dioxane (1.6 mL), and water (0.6 mL), the mixture was stirred at 150° C. for 2 hours under microwave irradiation, and cooled to room temperature. After water and EtOAc were added to the reaction mixture, the mixt... The product is CC=1C(=NC=C(C1)C)N1CCN(CC1)C(=O)C1=CC=C(C=C1)N1C(NCC1CC)=O (1-{4-[4-(3,5-dimethylpyridin-2-yl)piperazine-1-carbonyl]phenyl}-5-ethylimidazolidin-2-one). Reaction SMILES: CC1C(N2CCN(C(C3C=CC(I)=CC=3)=O)CC2)=NC=C(C)C=1.C(C1CN(CC2C=CC(OC)=CC=2)C(=O)N1)C.[CH3:41][C:42]1[C:43]([N:49]2[CH2:54][CH2:53][N:52]([C:55]([C:57]3[CH:62]=[CH:61][C:60]([N:63]4[CH:67]([CH2:68][CH3:69])[CH2:66][N:65](CC5C=CC(OC)=CC=5)[C:64]4=[O:79])=[CH:59][CH:58]=3)=[O:56])[CH2:51][CH2:50]2)=[N:44][CH:45]=[C:46]([CH3:48])[CH:47]=1>>[CH3:41][C:42]1[C:43]([N:49]2[CH2:50][CH2:51][N:52]([C:55]([C:57]3[CH:58]=[CH:59][C:60]([N:63]4[CH:67]([CH2:68][CH3:69])[CH2:66][NH:65][C:64]4=[O:79])=[CH:61][CH:62]=3)=[O:56])[CH2:53][CH2:54]2)=[N:44][CH:45]=[C:46]([CH3:48])[CH:47]=1. Procedure: Using [4-(3,5-dimethylpyridin-2-yl)piperazin-1-yl](4-iodophenyl)methanone (253 mg) described in Preparation Example 113 and 4-ethyl-1-(4-methoxybenzyl)imidazolidin-2-one (140 mg) described in Preparation Example 208 and by the reaction and treatment in the same manner as in Example 506, the title compound (162 mg) was obtained via 3-{4-[4-(3,5-dimethylpyridin-2-yl)piperazine-1-carbonyl]phenyl}-4-ethyl-1-(4-methoxybenzyl)imidazolidin-2-one. The reactants are CC=1C(=NC=C(C1)C)N1CCN(CC1)C(=O)C1=CC=C(C=C1)I ([4-(3,5-dimethylpyridin-2-yl)piperazin-1-yl](4-iodophenyl)methanone), CC=1C(=NC=C(C1)C)N1CCN(CC1)C(=O)C1=CC=C(C=C1)N1C(N(CC1CC)CC1=CC=C(C=C1)OC)=O (3-{4-[4-(3,5-dimethylpyridin-2-yl)piperazine-1-carbonyl]phenyl}-4-ethyl-1-(4-methoxybenzyl)imidazolidin-2-one), C(C)C1NC(N(C1)CC1=CC=C(C=C1)OC)=O (4-ethyl-1-(4-methoxybenzyl)imidazolidin-2-one). Reactants: C(C=C)N (allylamine), NCCC[Si](OCC)(OCC)OCC (gamma-aminopropyl triethoxy silane). Reaction conditions: temperature 120 celsius. Product: C(C)O[SiH](OCC)OCC (triethoxy silane), NC(C[Si](OCC)(OCC)OCC)C (beta-aminopropyl triethoxy silane). RXN SMILES: [CH2:1]([NH2:4])[CH:2]=C.NCC[CH2:8][Si:9]([O:16][CH2:17][CH3:18])([O:13][CH2:14][CH3:15])[O:10][CH2:11][CH3:12]>>[CH2:11]([O:10][SiH:9]([O:16][CH2:17][CH3:18])[O:13][CH2:14][CH3:15])[CH3:12].[NH2:4][CH:1]([CH3:2])[CH2:8][Si:9]([O:10][CH2:11][CH3:12])([O:16][CH2:17][CH3:18])[O:13][CH2:14][CH3:15]. Reported procedure: A four-neck flask equipped with a reflux condenser, dropping funnel, stirring rod and thermometer was charged with 41 grams of triethoxy silane (0.25 mole) and a solution of chloroplatinic (IV) acid as a catalyst, in isopropyl alcohol in an amount to provide 2×10-5 mole of platinum. To the mixture heated in an oil bath maintained at a temperature of 120° C., 14 grams of allylamine (0.25 mole) was dropwise added over one hour from the dropping funnel. The mixture was maintained at 120° C. for ano...